Dataset: the Open Reaction Database (ORD), a public repository of structured organic reaction records. Task: describe an organic reaction: reactants, conditions, products, and yield The reactants are ICCCC (1-iodobutane), [Cl-].[NH4+] (ammonium chloride), C(CC(=O)C)(=O)OC(C)(C)C (t-butyl acetoacetate), C(CCC)[Li] (n-butyllithium), [H-].[Na+] (sodium hydride). Solvent: C1CCOC1 (THF). Reaction conditions: time 10 minute. The product is C(C)(C)(C)OC(CC(CCCCC)=O)=O (3-oxooctanoic acid t-butyl ester). The yield is 92.7%. RXN SMILES: [H-].[Na+].[C:3]([O:9][C:10]([CH3:13])([CH3:12])[CH3:11])(=[O:8])[CH2:4][C:5]([CH3:7])=[O:6].[CH2:14]([Li])[CH2:15][CH2:16][CH3:17].ICCCC.[Cl-].[NH4+]>C1COCC1>[C:10]([O:9][C:3](=[O:8])[CH2:4][C:5](=[O:6])[CH2:7][CH2:14][CH2:15][CH2:16][CH3:17])([CH3:13])([CH3:12])[CH3:11] |f:0.1,5.6|. Procedure details: Anhydrous THF (200 ml) was introduced into a dried two-necked flask to which sodium hydride (60 w/w %, 2.71 g, 67.8 mmol) was added. The temperature thereof was allowed to fall to 0° C., and t-butyl acetoacetate (9.00 g, 56.9 mmol) was added dropwise thereto. The resulting mixture was stirred for 10 minutes while maintaining the temperature thereof at 0° C., and then n-butyllithium (1.6M hexane solution, 39.1 ml, 62.6 mmol) was added dropwise. After the obtained mixture was stirred for 30 minute... Reactants: [Al+3], C1CCOC1, CC(C)c1cccc(C(=O)OCc2ccccc2)c1OCc1ccccc1, [H-], [H-], [H-], [H-], [Li+]. The product is CC(C)c1cccc(CO)c1OCc1ccccc1. As a reaction SMILES: [Al+3:2].[CH2:34]1[O:35][CH2:36][CH2:37][CH2:38]1.[CH2:7]([c:8]1[cH:9][cH:10][cH:11][cH:12][cH:13]1)[O:14][c:15]1[c:16]([C:17](=[O:18])[O:19][CH2:20][c:21]2[cH:22][cH:23][cH:24][cH:25][cH:26]2)[cH:27][cH:28][cH:29][c:30]1[CH:31]([CH3:32])[CH3:33].[H-:1].[H-:4].[H-:5].[H-:6].[Li+:3]>>[CH2:7]([c:8]1[cH:9][cH:10][cH:11][cH:12][cH:13]1)[O:14][c:15]1[c:16]([CH2:17][OH:18])[cH:27][cH:28][cH:29][c:30]1[CH:31]([CH3:32])[CH3:33]. The yield is 21.0%. Yields the product OCCC=1NC(=CN1)C=1C=C(C(=O)OC)C=CC1C (Methyl 3-(2-(2-hydroxyethyl)-1H-imidazol-5-yl)-4-methylbenzoate). RXN SMILES: Br[CH2:2][C:3]([C:5]1[CH:6]=[C:7]([CH:12]=[CH:13][C:14]=1[CH3:15])[C:8]([O:10][CH3:11])=[O:9])=O.[C:16]([O-:19])([O-])=O.[K+].[K+].Cl.OCC[CH2:26][C:27](=[NH:30])OC.C[N:32](C)C=O>>[OH:19][CH2:16][CH2:26][C:27]1[NH:30][C:3]([C:5]2[CH:6]=[C:7]([CH:12]=[CH:13][C:14]=2[CH3:15])[C:8]([O:10][CH3:11])=[O:9])=[CH:2][N:32]=1 |f:1.2.3,4.5|. Conditions: temperature 80 celsius, time 12 hour. Starting materials: BrCC(=O)C=1C=C(C(=O)OC)C=CC1C (methyl 3-(2-bromoacetyl)-4-methylbenzoate), BrCC(=O)C=1C=C(C(=O)OC)C=CC1C (methyl 3-(2-bromoacetyl)-4-methylbenzoate), C(=O)([O-])[O-].[K+].[K+] (K2CO3), Cl.OCCCC(OC)=N (methyl 3-hydroxypropanecarboximidate hydrochloride), Cl.OCCCC(OC)=N (methyl 3-hydroxypropanecarboximidate hydrochloride), CN(C=O)C (N,N-dimethylformamide). Reported procedure: Into a 250-mL round-bottom flask, which was purged and maintained with an inert atmosphere of nitrogen, was placed a solution of methyl 3-(2-bromoacetyl)-4-methylbenzoate (compound 27.2, 10 g, 36.89 mmol) in N,N-dimethylformamide (150 mL). K2CO3 (30 g, 215.5 mmol) and 3-hydroxypropanimidamide hydrochloride (compound 23.1, 15 g, 120.4 mmol) were added to the reaction. The reaction mixture was stirred for 12 h at 80° C., then concentrated under reduced pressure. The residue was purified by silica ... Starting materials: CC(C)=O, O=S(=S)(Oc1nc2ccccc2s1)c1ccc(Cl)cc1, O, C=C(C)C(C(=O)OC)N1C(=O)C(NC(=O)Cc2ccccc2)C1SSc1nc2ccccc2s1. Yields the product C=C(C)C(C(=O)OC)N1C(=O)C(NC(=O)Cc2ccccc2)C1SS(=O)(=O)c1ccc(Cl)cc1. Reaction SMILES: [CH3:56][C:57](=[O:58])[CH3:59].[Cl:35][c:36]1[cH:37][cH:38][c:39]([S:42](=[O:43])([O:44][c:45]2[s:46][c:47]3[cH:48][cH:49][cH:50][cH:51][c:52]3[n:53]2)=[S:54])[cH:40][cH:41]1.[OH2:55].[c:1]1([CH2:7][C:8](=[O:9])[NH:10][CH:11]2[C:12](=[O:34])[N:13]([CH:26]([C:27](=[O:28])[O:29][CH3:30])[C:31](=[CH2:32])[CH3:33])[CH:14]2[S:15][S:16][c:17]2[s:18][c:19]3[cH:20][cH:21][cH:22][cH:23][c:24]3[n:25]2)[cH:2][cH:3][cH:4][cH:5][cH:6]1>>[c:1]1([CH2:7][C:8](=[O:9])[NH:10][CH:11]2[C:12](=[O:34])[N:13]([CH:26]([C:27](=[O:28])[O:29][CH3:30])[C:31](=[CH2:32])[CH3:33])[CH:14]2[S:44][S:42]([c:39]2[cH:38][cH:37][c:36]([Cl:35])[cH:41][cH:40]2)(=[O:43])=[O:54])[cH:2][cH:3][cH:4][cH:5][cH:6]1. The reactants are CCO, CC1(CNC(=O)C(F)(F)F)CN(c2cc3c(cc2F)c(=O)c(C(=O)O)cn3C2CC2)C1, [Na+], [OH-]. RXN SMILES: [CH3:32][CH2:33][OH:34].[CH:1]1([n:4]2[cH:5][c:6]([C:29](=[O:30])[OH:31])[c:7](=[O:28])[c:8]3[cH:9][c:10]([F:27])[c:11]([N:14]4[CH2:15][C:16]([CH3:18])([CH2:19][NH:20][C:21](=[O:22])[C:23]([F:24])([F:25])[F:26])[CH2:17]4)[cH:12][c:13]23)[CH2:2][CH2:3]1.[Na+:36].[OH-:35]>>[CH:1]1([n:4]2[cH:5][c:6]([C:29](=[O:30])[OH:31])[c:7](=[O:28])[c:8]3[cH:9][c:10]([F:27])[c:11]([N:14]4[CH2:15][C:16]([CH3:18])([CH2:19][NH2:20])[CH2:17]4)[cH:12][c:13]23)[CH2:2][CH2:3]1. Product: CC1(CN)CN(c2cc3c(cc2F)c(=O)c(C(=O)O)cn3C2CC2)C1. Reactants: C(CCCCCC)(=O)O (heptanoic acid), ClCC(=O)OC(CCl)=O (monochloroacetic anhydride), C1(=CC=CC=C1)C (toluene), CC=1OC=CC1 (2-methylfuran). Conditions: temperature 50 celsius, time 5.5 hour. Yields the product C(CCCCCC)(=O)C=1OC(=CC1)C (2-heptanoyl-5-methylfuran). Yield: 69.6%. As a reaction SMILES: C(O)(=O)[CH2:2][CH2:3][CH2:4][CH2:5][CH2:6][CH3:7].Cl[CH2:11][C:12]([O:14][C:15](=O)[CH2:16]Cl)=O.CC1[O:21]C=CC=1.[C:25]1([CH3:31])C=CC=CC=1>>[C:11]([C:12]1[O:14][C:15]([CH3:16])=[CH:25][CH:31]=1)(=[O:21])[CH2:7][CH2:6][CH2:5][CH2:4][CH2:3][CH3:2]. Reported procedure: In 50 ml of toluene were dissolved 6.51 g (0.05 mole) of heptanoic acid and 10.26 g (0.06 mole) of monochloroacetic anhydride. To the resulting solution were added 5.34 g (0.065 mole) of 2-methylfuran and 0.71 g of boron trifluoride-diethyl ether complex and the resulting mixture was then stirred at 50° C. for 5.5 hours. After completion of the reaction, the reaction solution was cooled and washed successively with 5% aqueous sodium carbonate solution and water. The organic layer was concentrate... The reactants are [H-].[Na+] (sodium hydride), C(C)(C)(C)OC(=O)N1[C@](C[C@H](C1)OS(=O)(=O)C)(C)C(N)=O ((2S, 4R)-1-(t-butoxycarbonyl)-4-methanesulfonyloxy-2-methyl-carbamoylpyrrolidine), [Cl-].[Na+] (sodium chloride), COC1=CC=C(CS)C=C1 (4-methoxybenzyl mercaptan), O1CCCC1 (tetrahydrofuran). The solvent is CN(C=O)C (dimethylformamide). Run at time 30 minute. The product is C(C)(C)(C)OC(=O)N1[C@@H](C[C@@H](C1)SCC1=CC=C(C=C1)OC)C(NC)=O ((2S, 4S)-1-(t-Butoxycarbonyl)-4-(4-methoxybenzylthio)-2-methylcarbamoylpyrrolidine). As a reaction SMILES: [H-].[Na+].[CH3:3][O:4][C:5]1[CH:12]=[CH:11][C:8]([CH2:9][SH:10])=[CH:7][CH:6]=1.[C:13]([O:17][C:18]([N:20]1[CH2:24][C@H:23](OS(C)(=O)=O)[CH2:22][C@:21]1([C:31](=[O:33])[NH2:32])C)=[O:19])([CH3:16])([CH3:15])[CH3:14].[Cl-].[Na+].O1CCC[CH2:37]1>CN(C)C=O>[C:13]([O:17][C:18]([N:20]1[CH2:24][C@@H:23]([S:10][CH2:9][C:8]2[CH:11]=[CH:12][C:5]([O:4][CH3:3])=[CH:6][CH:7]=2)[CH2:22][C@H:21]1[C:31](=[O:33])[NH:32][CH3:37])=[O:19])([CH3:16])([CH3:15])[CH3:14] |f:0.1,4.5|. Reported procedure: 1.80 g of sodium hydride (as a 55% w/w dispersion in mineral oil) was added, whilst ice-cooling, to a solution of 5.70 ml of 4-methoxybenzyl mercaptan dissolved in 100 ml of dry tetrahydrofuran, and the mixture was then stirred at 0° to 5° C. for 30 minutes. At the end of this time, a solution of 11.00 g of (2S, 4R)-1-(t-butoxycarbonyl)-4-methanesulfonyloxy-2-methyl-carbamoylpyrrolidine [prepared as described in step (2) above] in 80 ml of dry dimethylformamide was added to the mixture, and the ...